Dataset: the Open Reaction Database (ORD), a public repository of structured organic reaction records. Task: describe an organic reaction: reactants, conditions, products, and yield Starting materials: Cc1cc(Oc2ccc([N+](=O)[O-])c(N(C)C(=O)OC(C)(C)C)c2)cc(C)c1N, CC(C)(C)OC(=O)OC(C)(C)C, C1CCOC1. Yields the product Cc1cc(Oc2ccc([N+](=O)[O-])c(N(C)C(=O)OC(C)(C)C)c2)cc(C)c1NC(=O)OC(C)(C)C. Reaction SMILES: [C:1]([CH3:2])([CH3:3])([CH3:4])[O:5][C:6](=[O:7])[N:8]([CH3:9])[c:10]1[c:11]([N+:26](=[O:27])[O-:28])[cH:12][cH:13][c:14]([O:16][c:17]2[cH:18][c:19]([CH3:25])[c:20]([NH2:24])[c:21]([CH3:23])[cH:22]2)[cH:15]1.[C:29]([CH3:30])([CH3:31])([CH3:32])[O:33][C:34]([O:35][C:37]([CH3:38])([CH3:39])[CH3:40])=[O:36].[O:41]1[CH2:42][CH2:43][CH2:44][CH2:45]1>>[C:1]([CH3:2])([CH3:3])([CH3:4])[O:5][C:6](=[O:7])[N:8]([CH3:9])[c:10]1[c:11]([N+:26](=[O:27])[O-:28])[cH:12][cH:13][c:14]([O:16][c:17]2[cH:18][c:19]([CH3:25])[c:20]([NH:24][C:34]([O:33][C:29]([CH3:30])([CH3:31])[CH3:32])=[O:35])[c:21]([CH3:23])[cH:22]2)[cH:15]1.